Dataset: the Open Reaction Database (ORD), a public repository of structured organic reaction records. Task: describe an organic reaction: reactants, conditions, products, and yield The reactants are C1(=CC=CC=C1)[C@H](C(=O)O)CC ((R)-(−)-2-phenylbutyric acid), [OH-].[K+] (KOH), [H-].[H-].[H-].[H-].[Li+].[Al+3] (LAH), O (water), O (water). Solvent: C1CCOC1 (THF), C1CCOC1 (THF). Conditions: temperature 60 celsius. The product is C1(=CC=CC=C1)[C@H](CO)CC ((R)-(−)-2-phenylbutanol). As a reaction SMILES: [H-].[H-].[H-].[H-].[Li+].[Al+3].[C:7]1([C@@H:13]([CH2:17][CH3:18])[C:14](O)=[O:15])[CH:12]=[CH:11][CH:10]=[CH:9][CH:8]=1.O.[OH-].[K+]>C1COCC1>[C:7]1([C@@H:13]([CH2:17][CH3:18])[CH2:14][OH:15])[CH:12]=[CH:11][CH:10]=[CH:9][CH:8]=1 |f:0.1.2.3.4.5,8.9|. Procedure: To a suspension of 2.3 gm of LAH (60.6 mmol) in 70 mL of THF was slowly added a solution of 5 gm of (R)-(−)-2-phenylbutyric acid (30.45 mmol, Aldrich) in 30 mL of THF. The reaction mixture was heated to 60° C. for 3 hr. The reaction was cooled to 0° C. and to it was successively added 2 mL of water, 2 mL of 1N KOH and 2 mL of water. The aluminum salts were removed by filtration and washed with 100 mL of ethylacetate. The filtrate was dried over MgSO4, filtered and concentrated to give the title ...